This data is from the Open Reaction Database (ORD), a public repository of structured organic reaction records. The task is: describe an organic reaction: reactants, conditions, products, and yield Starting materials: [N+](=O)(O)[O-] (Nitric acid), ClC1=CC2=C(C(=NO2)OC(C(=O)OC)C)C=C1 (methyl 2-[(6-chloro-1,2-benzisoxazol-3-yl)oxy]propionate). The solvent is S(O)(O)(=O)=O (sulfuric acid), CCOCC (ether), C(Cl)Cl (methylene chloride), CCOCC (ether). Run at time 1 hour. The product is ClC1=CC2=C(C(=NO2)OC(C(=O)OC)C)C=C1[N+](=O)[O-] (Methyl 2-[(6-chloro-5-nitro-1,2-benzisoxazol-3-yl)oxy]propionate). As a reaction SMILES: [N+:1]([O-:4])(O)=[O:2].[Cl:5][C:6]1[CH:21]=[CH:20][C:9]2[C:10]([O:13][CH:14]([CH3:19])[C:15]([O:17][CH3:18])=[O:16])=[N:11][O:12][C:8]=2[CH:7]=1>S(=O)(=O)(O)O.CCOCC.C(Cl)Cl>[Cl:5][C:6]1[C:21]([N+:1]([O-:4])=[O:2])=[CH:20][C:9]2[C:10]([O:13][CH:14]([CH3:19])[C:15]([O:17][CH3:18])=[O:16])=[N:11][O:12][C:8]=2[CH:7]=1. Reported procedure: Nitric acid (70%, 3.0 mL, 47 mmol) is slowly added to a mixture of methyl 2-[(6-chloro-1,2-benzisoxazol-3-yl)oxy]propionate (6.0 g, 23.5 mmol) in concentrated sulfuric acid (50 mL) while maintaining the temperature below 10° C. The reaction mixture is stirred for 1 hour on an ice/water bath and poured onto ice. The resultant aqueous mixture is diluted with ether, stirred for several minutes and the ether is allowed to evaporate overnight. The resultant mixture is filtered to obtain a solid which... Reactants: OC1=C(C=NC2=CC=C3C(=C12)SC(=N3)S(=O)(=O)C)C(=O)OCC (ethyl 9-hydroxy-2-methylsulfonylthiazolo[5,4-f]quinoline-8-carboxylate), P(=O)(Cl)(Cl)Cl (phosphorus oxychloride). The product is ClC1=C(C=NC2=CC=C3C(=C12)SC(=N3)S(=O)(=O)C)C(=O)OCC (Ethyl 9-Chloro-2-methylsulfonylthiazolo[5,4-f]quinoline-8-carboxylate). RXN SMILES: O[C:2]1[C:11]2[C:6](=[CH:7][CH:8]=[C:9]3[N:14]=[C:13]([S:15]([CH3:18])(=[O:17])=[O:16])[S:12][C:10]3=2)[N:5]=[CH:4][C:3]=1[C:19]([O:21][CH2:22][CH3:23])=[O:20].P(Cl)(Cl)([Cl:26])=O>>[Cl:26][C:2]1[C:11]2[C:6](=[CH:7][CH:8]=[C:9]3[N:14]=[C:13]([S:15]([CH3:18])(=[O:17])=[O:16])[S:12][C:10]3=2)[N:5]=[CH:4][C:3]=1[C:19]([O:21][CH2:22][CH3:23])=[O:20]. Reported procedure: A mixture of 3.52 g of ethyl 9-hydroxy-2-methylsulfonylthiazolo[5,4-f]quinoline-8-carboxylate and 30 ml of phosphorus oxychloride was refluxed for 6 hours. Reactants: COc1ccc(P2(=S)SP(=S)(c3ccc(OC)cc3)S2)cc1, Cc1ccccc1, O=C(Nc1cccc(F)c1F)c1c[nH]c2ncc(Br)cc12. Product: Fc1cccc(NC(=S)c2c[nH]c3ncc(Br)cc23)c1F. As a reaction SMILES: [CH3:22][O:23][c:24]1[cH:25][cH:26][c:27]([P:28]2(=[S:31])[S:29][P:30]([c:32]3[cH:33][cH:34][c:35]([O:36][CH3:37])[cH:38][cH:39]3)(=[S:40])[S:41]2)[cH:42][cH:43]1.[CH3:44][c:45]1[cH:46][cH:47][cH:48][cH:49][cH:50]1.[F:1][c:2]1[c:3]([NH:9][C:10](=[O:11])[c:12]2[cH:13][nH:14][c:15]3[n:16][cH:17][c:18]([Br:21])[cH:19][c:20]23)[cH:4][cH:5][cH:6][c:7]1[F:8]>>[F:1][c:2]1[c:3]([NH:9][C:10]([c:12]2[cH:13][nH:14][c:15]3[n:16][cH:17][c:18]([Br:21])[cH:19][c:20]23)=[S:31])[cH:4][cH:5][cH:6][c:7]1[F:8]. Reactants: C(C1=CC=CC=C1)OC(=O)N1C(NC[C@H]1C(=O)OC(C)(C)C)=O (tert.-butyl (4S)-3-benzyloxycarbonyl-2-oxo-imidazolidine-4-carboxylate), C(CCC)I (n-butyl iodide). The reagents and catalysts are [Ag]=O (silver oxide). Solvent: CN(C=O)C (dimethylformamide). Yields the product C(CCC)N1C(N([C@@H](C1)C(=O)OC(C)(C)C)C(=O)OCC1=CC=CC=C1)=O (tert.-butyl (4S)-1-n-butyl-3-benzyloxycarbonyl-2-oxo-imidazolidine-4-carboxylate). The yield is 89.1%. RXN SMILES: [CH2:1]([O:8][C:9]([N:11]1[C@H:15]([C:16]([O:18][C:19]([CH3:22])([CH3:21])[CH3:20])=[O:17])[CH2:14][NH:13][C:12]1=[O:23])=[O:10])[C:2]1[CH:7]=[CH:6][CH:5]=[CH:4][CH:3]=1.[CH2:24](I)[CH2:25][CH2:26][CH3:27]>[Ag]=O.CN(C)C=O>[CH2:24]([N:13]1[CH2:14][C@@H:15]([C:16]([O:18][C:19]([CH3:20])([CH3:22])[CH3:21])=[O:17])[N:11]([C:9]([O:8][CH2:1][C:2]2[CH:7]=[CH:6][CH:5]=[CH:4][CH:3]=2)=[O:10])[C:12]1=[O:23])[CH2:25][CH2:26][CH3:27]. Reported procedure: 6.4 g of tert.-butyl (4S)-3-benzyloxycarbonyl-2-oxo-imidazolidine-4-carboxylate, 8.6 g of silver oxide, 18.4 g of n-butyl iodide and 100 ml of dimethylformamide are treated in the same manner as described in Example 1-(2). 6.7 g of tert.-butyl (4S)-1-n-butyl-3-benzyloxycarbonyl-2-oxo-imidazolidine-4-carboxylate are obtained as colorless syrup. Starting materials: ClCCl, O=C(O)C(F)(F)F, CC(C)(C)OC(=O)N1CCC(n2cc(-c3cnc(N)c(-c4nc5ccccc5o4)c3)nn2)CC1. Yields the product Nc1ncc(-c2cn(C3CCNCC3)nn2)cc1-c1nc2ccccc2o1. RXN SMILES: [Cl:42][CH2:43][Cl:44].[F:1][C:2]([F:3])([F:4])[C:5]([OH:6])=[O:7].[NH2:8][c:9]1[c:10](-[c:33]2[o:34][c:35]3[c:36]([n:37]2)[cH:38][cH:39][cH:40][cH:41]3)[cH:11][c:12](-[c:15]2[n:16][n:17][n:18]([CH:20]3[CH2:21][CH2:22][N:23]([C:26]([O:27][C:28]([CH3:29])([CH3:30])[CH3:31])=[O:32])[CH2:24][CH2:25]3)[cH:19]2)[cH:13][n:14]1>>[NH2:8][c:9]1[c:10](-[c:33]2[o:34][c:35]3[c:36]([n:37]2)[cH:38][cH:39][cH:40][cH:41]3)[cH:11][c:12](-[c:15]2[n:16][n:17][n:18]([CH:20]3[CH2:21][CH2:22][NH:23][CH2:24][CH2:25]3)[cH:19]2)[cH:13][n:14]1.